Dataset: the Open Reaction Database (ORD), a public repository of structured organic reaction records. Task: describe an organic reaction: reactants, conditions, products, and yield Procedure details: A mixture of 2-(1H-imidazol-4-yl)pyridine-4-carboxamide (400 mg, 2.13 mmol, PREPARATION 7), 1-(2-bromo-ethyl)-2-chloro-benzene (557 mg, 2.55 mmol) and K2CO3 (587 mg, 4.26 mmol) in DMF (10 mL) was stirred overnight at 80° C. LC/MS showed the reaction was completed. It was then purified by flash column chromatography to give the title compound (228 mg, 33%) as a yellow solid. [M+H] Calc'd for C17H15ClN4O, 327. Found, 327. Reactants: N1C=NC(=C1)C1=NC=CC(=C1)C(=O)N (2-(1H-imidazol-4-yl)pyridine-4-carboxamide), BrCCC1=C(C=CC=C1)Cl (1-(2-bromo-ethyl)-2-chloro-benzene), C(=O)([O-])[O-].[K+].[K+] (K2CO3). Yield: 32.8%. The solvent is CN(C)C=O (DMF). Reaction conditions: temperature 80 celsius, time 8 hour. The product is ClC1=C(C=CC=C1)CCN1C=NC(=C1)C1=NC=CC(=C1)C(=O)N (2-[1-[2-(2-chlorophenyl)ethyl]imidazol-4-yl]pyridine-4-carboxamide). RXN SMILES: [NH:1]1[CH:5]=[C:4]([C:6]2[CH:11]=[C:10]([C:12]([NH2:14])=[O:13])[CH:9]=[CH:8][N:7]=2)[N:3]=[CH:2]1.Br[CH2:16][CH2:17][C:18]1[CH:23]=[CH:22][CH:21]=[CH:20][C:19]=1[Cl:24].C([O-])([O-])=O.[K+].[K+]>CN(C=O)C>[Cl:24][C:19]1[CH:20]=[CH:21][CH:22]=[CH:23][C:18]=1[CH2:17][CH2:16][N:1]1[CH:5]=[C:4]([C:6]2[CH:11]=[C:10]([C:12]([NH2:14])=[O:13])[CH:9]=[CH:8][N:7]=2)[N:3]=[CH:2]1 |f:2.3.4|. Starting materials: COC=1C=C2CCOC(C2=CC1)(C(F)(F)F)C (6-methoxy-1-methyl-1-trifluoromethyl-isochroman), C1N2CN3CN1CN(C2)C3 (hexamethylenetetramine), C(C)(C)(C)OC (methyl tert-butyl ether), O (water). Run in FC(C(=O)O)(F)F (trifluoroacetic acid), FC(C(=O)O)(F)F (trifluoroacetic acid). Reaction conditions: temperature 70 celsius, time 3 hour. The product is COC=1C=C2CCOC(C2=CC1C=O)(C(F)(F)F)C (6-methoxy-1-methyl-1-trifluoromethyl-isochroman-7-carbaldehyde). RXN SMILES: C1N2CN3CN(C2)CN1C3.[CH3:11][O:12][C:13]1[CH:14]=[C:15]2[C:20](=[CH:21][CH:22]=1)[C:19]([CH3:27])([C:23]([F:26])([F:25])[F:24])[O:18][CH2:17][CH2:16]2.O.[C:29]([O:33]C)(C)(C)C>FC(F)(F)C(O)=O>[CH3:11][O:12][C:13]1[CH:14]=[C:15]2[C:20](=[CH:21][C:22]=1[CH:29]=[O:33])[C:19]([CH3:27])([C:23]([F:26])([F:24])[F:25])[O:18][CH2:17][CH2:16]2. Procedure details: To hexamethylenetetramine (31.3 g, 223 mmol) was added trifluoroacetic acid (400 mL) and the mixture was heated to 70° C. for 90 minutes. A solution of 6-methoxy-1-methyl-1-trifluoromethyl-isochroman (50.0 g, 203 mmol) in trifluoroacetic acid (100 mL) was then added to the reaction mixture over 40 minutes. The solution was stirred for 3 hours and water was added (450 mL). The reaction mixture was stirred 16 hours, cooled to room temperature, and poured into methyl tert-butyl ether (500 mL). The ... The reactants are [BH4-], CO, O=C(CC1CN(CCc2ccc(F)cc2F)C1)c1ccccc1, [Na+]. Product: OC(CC1CN(CCc2ccc(F)cc2F)C1)c1ccccc1. Reaction SMILES: [BH4-:24].[CH3:26][OH:27].[F:1][c:2]1[c:3]([CH2:9][CH2:10][N:11]2[CH2:12][CH:13]([CH2:15][C:16](=[O:17])[c:18]3[cH:19][cH:20][cH:21][cH:22][cH:23]3)[CH2:14]2)[cH:4][cH:5][c:6]([F:8])[cH:7]1.[Na+:25]>>[F:1][c:2]1[c:3]([CH2:9][CH2:10][N:11]2[CH2:12][CH:13]([CH2:15][CH:16]([OH:17])[c:18]3[cH:19][cH:20][cH:21][cH:22][cH:23]3)[CH2:14]2)[cH:4][cH:5][c:6]([F:8])[cH:7]1.